From a dataset of the Open Reaction Database (ORD), a public repository of structured organic reaction records. describe an organic reaction: reactants, conditions, products, and yield Reactants: CSC(SC)=C(C#N)C#N, CC(=O)O, [H-], [Na+], C1COCCO1, CCOC(=O)Cc1ccncc1. Yields the product CCOC(=O)Cc1ccnc(C(SC)=C(C#N)C#N)c1. Reaction SMILES: [CH3:13][S:14][C:15](=[C:16]([C:17]#[N:18])[C:19]#[N:20])[S:21][CH3:22].[CH3:31][C:32](=[O:33])[OH:34].[H-:30].[Na+:29].[O:23]1[CH2:24][CH2:25][O:26][CH2:27][CH2:28]1.[n:1]1[cH:2][cH:3][c:4]([CH2:7][C:8](=[O:9])[O:10][CH2:11][CH3:12])[cH:5][cH:6]1>>[n:1]1[c:2]([C:15]([S:14][CH3:13])=[C:16]([C:17]#[N:18])[C:19]#[N:20])[cH:3][c:4]([CH2:7][C:8](=[O:9])[O:10][CH2:11][CH3:12])[cH:5][cH:6]1.